Task: describe an organic reaction: reactants, conditions, products, and yield. Dataset: the Open Reaction Database (ORD), a public repository of structured organic reaction records Starting materials: CCO, CO, C[O-], Cc1cc(Cl)cc(C(=O)c2ccc(Cl)cc2)c1O, NCCCC(=O)O, [Na+]. RXN SMILES: [CH3:29][CH2:30][OH:31].[CH3:32][OH:33].[CH3:8][O-:9].[Cl:11][c:12]1[cH:13][c:14]([CH3:28])[c:15]([OH:27])[c:16]([C:18](=[O:19])[c:20]2[cH:21][cH:22][c:23]([Cl:26])[cH:24][cH:25]2)[cH:17]1.[NH2:1][CH2:2][CH2:3][CH2:4][C:5]([OH:6])=[O:7].[Na+:10]>>[N:1]([CH2:2][CH2:3][CH2:4][C:5]([OH:6])=[O:7])=[C:18]([c:16]1[c:15]([OH:27])[c:14]([CH3:28])[cH:13][c:12]([Cl:11])[cH:17]1)[c:20]1[cH:21][cH:22][c:23]([Cl:26])[cH:24][cH:25]1. The product is Cc1cc(Cl)cc(C(=NCCCC(=O)O)c2ccc(Cl)cc2)c1O. The reactants are CO, COC(=O)c1c[nH]c(Sc2ccc(Cl)c(Cl)c2)c1, [Na+], [OH-]. Product: O=C(O)c1c[nH]c(Sc2ccc(Cl)c(Cl)c2)c1. Reaction SMILES: [CH3:21][OH:22].[Cl:1][c:2]1[cH:3][c:4]([S:9][c:10]2[cH:11][c:12]([C:15](=[O:16])[O:17][CH3:18])[cH:13][nH:14]2)[cH:5][cH:6][c:7]1[Cl:8].[Na+:20].[OH-:19]>>[Cl:1][c:2]1[cH:3][c:4]([S:9][c:10]2[cH:11][c:12]([C:15](=[O:16])[OH:17])[cH:13][nH:14]2)[cH:5][cH:6][c:7]1[Cl:8]. Starting materials: O (water), N(=O)OC(C)(C)C (tert-butyl nitrite), [N-]=[N+]=[N-].[Na+] (sodium azide), ClC1=C(N)C=C(C(=C1)F)C1=NN(C(=C1Cl)C(F)(F)F)C (2-chloro-5-(4-chloro-1-methyl-5-trifluoromethyl-1H-pyrazol-3-yl)-4-fluoroaniline). Run in FC(C(=O)O)(F)F (trifluoroacetic acid). Reaction conditions: time 2 hour. Yields the product ClC1=C(C=C(C(=C1)F)C1=NN(C(=C1Cl)C(F)(F)F)C)N=[N+]=[N-] (2-Chloro-5-(4-chloro-1-methyl-5-trifluoromethyl-1H-pyrazol-3-yl)-4-fluorophenyl azide). As a reaction SMILES: N(OC(C)(C)C)=O.[N-:8]=[N+:9]=[N-:10].[Na+].[Cl:12][C:13]1[CH:19]=[C:18]([F:20])[C:17]([C:21]2[C:25]([Cl:26])=[C:24]([C:27]([F:30])([F:29])[F:28])[N:23]([CH3:31])[N:22]=2)=[CH:16][C:14]=1N.O>FC(F)(F)C(O)=O>[Cl:12][C:13]1[CH:19]=[C:18]([F:20])[C:17]([C:21]2[C:25]([Cl:26])=[C:24]([C:27]([F:29])([F:30])[F:28])[N:23]([CH3:31])[N:22]=2)=[CH:16][C:14]=1[N:8]=[N+:9]=[N-:10] |f:1.2|. Reported procedure: 0.46 g (4.5 mmol) of tert-butyl nitrite and 0.3 g (4.5 mmol) of sodium azide were added to a solution of 1 g (3 mmol) of 2-chloro-5-(4-chloro-1-methyl-5-trifluoromethyl-1H-pyrazol-3-yl)-4-fluoroaniline in 20 ml of trifluoroacetic acid. The mixture was subsequently stirred for 2 hours and then admixed with 50 ml of water. The resulting product was extracted from the aqueous phase using 100 ml of methyl tert-butyl ether. The extract was washed with 10% strength aqueous sodium hydroxide solution, t... Reactants: FC1=C(C=CC(=C1)OC)N1NC=2CCCCC2C1=O (2-(2-Fluoro-4-methoxyphenyl)-4,5,6,7-tetrahydro-1H-indazol-3-one), P(=O)(Cl)(Cl)Cl (phosphorus oxychloride). Product: ClC=1N(N=C2CCCCC12)C1=C(C=C(C=C1)OC)F (3-chloro-2-(2-fluoro-4-methoxyphenyl)-4,5,6,7-tetrahydroindazole). The yield is 10.8%. Reaction SMILES: [F:1][C:2]1[CH:7]=[C:6]([O:8][CH3:9])[CH:5]=[CH:4][C:3]=1[N:10]1[C:18](=O)[C:17]2[CH2:16][CH2:15][CH2:14][CH2:13][C:12]=2[NH:11]1.P(Cl)(Cl)([Cl:22])=O>>[Cl:22][C:18]1[N:10]([C:3]2[CH:4]=[CH:5][C:6]([O:8][CH3:9])=[CH:7][C:2]=2[F:1])[N:11]=[C:12]2[C:17]=1[CH2:16][CH2:15][CH2:14][CH2:13]2. Procedure: The 4.32 g residue from Step B was mixed at ambient temperature with 5.37 g (0.035 mole) of phosphorus oxychloride until complete dissolution occurred. At this point the reaction mixture was heated at reflux under nitrogen for one hour. The phosphorus oxychloride was evaporated from the reaction mixture under reduced pressure, leaving a residue weighing 1.50 g. This residue, together with a similar residue weighing 0.30 g from an earlier experiment, was then was placed on a silica gel column and... Reactants: C(C1=CC=CC=C1)O (Benzyl alcohol), polyphosphoric acid, Cl (hydrochloric acid), C1NC(CC2=CC=CC=C12)C(=O)O (1,2,3,4-tetrahydro-3-isoquinolinecarboxylic acid). Solvent: CCOCC (ether). Reaction conditions: temperature 90 celsius, time 18 hour. Product: Cl.C1NC(CC2=CC=CC=C12)C(=O)OCC1=CC=CC=C1 (benzyl 1,2,3,4-tetrahydro-3-isoquinoline carboxylate hydrochloride). Reaction SMILES: [CH2:1]([OH:8])[C:2]1[CH:7]=[CH:6][CH:5]=[CH:4][CH:3]=1.[CH2:9]1[C:18]2[C:13](=[CH:14][CH:15]=[CH:16][CH:17]=2)[CH2:12][CH:11]([C:19](O)=[O:20])[NH:10]1.[ClH:22]>CCOCC>[ClH:22].[CH2:9]1[C:18]2[C:13](=[CH:14][CH:15]=[CH:16][CH:17]=2)[CH2:12][CH:11]([C:19]([O:8][CH2:1][C:2]2[CH:7]=[CH:6][CH:5]=[CH:4][CH:3]=2)=[O:20])[NH:10]1 |f:4.5|. Procedure details: Benzyl alcohol, 750 ml, was treated with 150 g of commercial polyphosphoric acid and warmed and stirred at 90° C. to obtain a homogeneous mixture. Solid 1,2,3,4-tetrahydro-3-isoquinolinecarboxylic acid (S-form) 165.2 g was added. The mixture was stirred 4 hours at 95°-105° C. and then allowed to stand at room temperature for 18 hours. A solution of 18.5 g gaseous hydrochloric acid in 2.5 l of anhydrous ether was added, and the product separated slowly on cooling overnight. Filtration gave the cr...